From a dataset of the Open Reaction Database (ORD), a public repository of structured organic reaction records. describe an organic reaction: reactants, conditions, products, and yield Starting materials: O=C(OCC)C1=CC=CN1. The reagents and catalysts are [K].OC(C)(C)C, O1B(OC(C)(C)C1(C)C)B2OC(C)(C)C(O2)(C)C, O=C1C=CC=2C=CC=C(C3=CN=C(C=C3)C=4N=CC=CC4)C2N1, C[OH2+].C[OH2+].C1CC=CCCC=C1.C1CC=CCCC=C1.[Ir].[Ir]. The solvent is O1CCCC1. Conditions: temperature 80 celsius, time 12 hour. Product: O=C(OCC)C1=CC=C(N1)B2OC(C)(C)C(O2)(C)C. Yield: 99.0%.